Dataset: the Open Reaction Database (ORD), a public repository of structured organic reaction records. Task: describe an organic reaction: reactants, conditions, products, and yield Reactants: BrC=1C=CC2=C(SC(=C2Cl)C=2NCCN2)C1 (2-(6-bromo-3-chlorobenzo[b]thiophen-2-yl)-4,5dihydro-1H-imidazole), C1(=CC=CC2=CC=CC=C12)B(O)O (naphthalene-1-boronic acid). Reagents/catalysts: C=1C=CC(=CC1)[P](C=2C=CC=CC2)(C=3C=CC=CC3)[Pd]([P](C=4C=CC=CC4)(C=5C=CC=CC5)C=6C=CC=CC6)([P](C=7C=CC=CC7)(C=8C=CC=CC8)C=9C=CC=CC9)[P](C=1C=CC=CC1)(C=1C=CC=CC1)C=1C=CC=CC1 (Pd(PPh3)4). Solvent: O1CCOCC1 (dioxane), C([O-])([O-])=O.[Na+].[Na+] (sodium carbonate). Conditions: temperature 95 celsius. Product: ClC=1C2=C(SC1C=1NCCN1)C=C(C=C2)C2=CC=CC1=CC=CC=C21 (2-(3-Chloro-6-(naphthalen-1-yl)benzo[b]thiophen-2-yl)-4,5-dihydro-1H-imidazole). As a reaction SMILES: Br[C:2]1[CH:3]=[CH:4][C:5]2[C:9]([Cl:10])=[C:8]([C:11]3[NH:12][CH2:13][CH2:14][N:15]=3)[S:7][C:6]=2[CH:16]=1.[C:17]1(B(O)O)[C:26]2[C:21](=[CH:22][CH:23]=[CH:24][CH:25]=2)[CH:20]=[CH:19][CH:18]=1>O1CCOCC1.C(=O)([O-])[O-].[Na+].[Na+].C1C=CC([P]([Pd]([P](C2C=CC=CC=2)(C2C=CC=CC=2)C2C=CC=CC=2)([P](C2C=CC=CC=2)(C2C=CC=CC=2)C2C=CC=CC=2)[P](C2C=CC=CC=2)(C2C=CC=CC=2)C2C=CC=CC=2)(C2C=CC=CC=2)C2C=CC=CC=2)=CC=1>[Cl:10][C:9]1[C:5]2[CH:4]=[CH:3][C:2]([C:25]3[C:26]4[C:21](=[CH:20][CH:19]=[CH:18][CH:17]=4)[CH:22]=[CH:23][CH:24]=3)=[CH:16][C:6]=2[S:7][C:8]=1[C:11]1[NH:12][CH2:13][CH2:14][N:15]=1 |f:3.4.5,^1:45,47,66,85|. Procedure: A solution of 60 mg (0.19 mmol) of 2-(6-bromo-3-chlorobenzo[b]thiophen-2-yl)-4,5dihydro-1H-imidazole, 69 mg (0.4 mmol) of naphthalene-1-boronic acid, and 23 mg (0.02 mmol) of Pd(PPh3)4 in a mixture of 2.5 ml dioxane and 0.4 ml 2M aqueous sodium carbonate solution was heated at 95° C. for 24 h. After cooling it was concentrated to dryness under reduced pressure, and the title compound was obtained from the residue by column chromatography on silica gel with dichloromethane/ethanolic ammonia gradi... The reactants are C([O-])([O-])=O.[K+].[K+] (potassium carbonate), ClC1=CC=C(C=C1)C1=C(C=CC=C1)O (4' -chlorohydroxybiphenyl), CC(C)(C)C(=O)CCl (α-chloropinacolone). Solvent: C(C)C(=O)C (methyl ethyl ketone). The product is ClC1=CC=C(C=C1)C1=CC=C(OCC(C(C)(C)C)=O)C=C1 (1-[4-(4-chlorophenyl)phenoxy]-3,3-dimethylbutan-2-one). Yield: 84.7%. RXN SMILES: C(=O)([O-])[O-:2].[K+].[K+].[Cl:7][C:8]1[CH:13]=[CH:12][C:11]([C:14]2[CH:19]=[CH:18][CH:17]=[CH:16][C:15]=2O)=[CH:10][CH:9]=1.[CH3:21][C:22]([C:25]([CH2:27]Cl)=[O:26])([CH3:24])[CH3:23]>C(C(C)=O)C>[Cl:7][C:8]1[CH:13]=[CH:12][C:11]([C:14]2[CH:19]=[CH:18][C:17]([O:2][CH2:27][C:25](=[O:26])[C:22]([CH3:24])([CH3:23])[CH3:21])=[CH:16][CH:15]=2)=[CH:10][CH:9]=1 |f:0.1.2|. Procedure details: 280 g (2 mols) of powdered potassium carbonate were suspended in 2 l of methyl ethyl ketone. 409 g (2 mols) of 4' -chlorohydroxybiphenyl were added and the mixture was heated to the boil. Thereafter 269 g (2 mols) of α-chloropinacolone were added dropwise over the course of 1 hour and the mixture was heated for 15 hours under reflux. After cooling, the solid residue was filtered off, washed and recrystallized from ligroin. 513 g (79% of theory) of 1-[4-(4-chlorophenyl)phenoxy]-3,3-dimethylbutan-... Reactants: CCOC(=O)c1ccc[nH]1, COc1cc(C(O[Si](C)(C)C(C)(C)C)C(CCCc2ccccc2)COS(C)(=O)=O)cc(OC)c1C, CN(C)C=O, Cl, [H-], [Na+]. Yields the product CCOC(=O)c1cccn1CC(CCCc1ccccc1)C(O[Si](C)(C)C(C)(C)C)c1cc(OC)c(C)c(OC)c1. As a reaction SMILES: [CH2:3]([CH3:4])[O:5][C:6](=[O:7])[c:8]1[nH:9][cH:10][cH:11][cH:12]1.[CH3:13][S:14]([O:15][CH2:18][CH:19]([CH2:20][CH2:21][CH2:22][c:23]1[cH:24][cH:25][cH:26][cH:27][cH:28]1)[CH:29]([c:30]1[cH:31][c:32]([O:39][CH3:40])[c:33]([CH3:38])[c:34]([O:36][CH3:37])[cH:35]1)[O:41][Si:42]([CH3:43])([CH3:44])[C:45]([CH3:46])([CH3:47])[CH3:48])(=[O:16])=[O:17].[CH3:50][N:51]([CH3:52])[CH:53]=[O:54].[ClH:49].[H-:1].[Na+:2]>>[CH2:3]([CH3:4])[O:5][C:6](=[O:7])[c:8]1[n:9]([CH2:18][CH:19]([CH2:20][CH2:21][CH2:22][c:23]2[cH:24][cH:25][cH:26][cH:27][cH:28]2)[CH:29]([c:30]2[cH:31][c:32]([O:39][CH3:40])[c:33]([CH3:38])[c:34]([O:36][CH3:37])[cH:35]2)[O:41][Si:42]([CH3:43])([CH3:44])[C:45]([CH3:46])([CH3:47])[CH3:48])[cH:10][cH:11][cH:12]1. The reactants are C1CCOC1, O=C1OC(CO)CN1c1ccc(I)c(F)c1, CC(C)OC(=O)N=NC(=O)OC(C)C, c1ccc(P(c2ccccc2)c2ccccc2)cc1, Oc1ccon1. Product: O=C1OC(COc2ccon2)CN1c1ccc(I)c(F)c1. RXN SMILES: [CH2:56]1[O:57][CH2:58][CH2:59][CH2:60]1.[F:1][c:2]1[cH:3][c:4]([N:9]2[C:10](=[O:16])[O:11][CH:12]([CH2:14][OH:15])[CH2:13]2)[cH:5][cH:6][c:7]1[I:8].[O:42]=[C:43]([O:44][CH:45]([CH3:46])[CH3:47])[N:48]=[N:49][C:50]([O:51][CH:52]([CH3:53])[CH3:54])=[O:55].[c:23]1([P:24]([c:25]2[cH:26][cH:27][cH:28][cH:29][cH:30]2)[c:31]2[cH:32][cH:33][cH:34][cH:35][cH:36]2)[cH:37][cH:38][cH:39][cH:40][cH:41]1.[o:17]1[n:18][c:19]([OH:22])[cH:20][cH:21]1>>[F:1][c:2]1[cH:3][c:4]([N:9]2[C:10](=[O:16])[O:11][CH:12]([CH2:14][O:15][c:19]3[n:18][o:17][cH:21][cH:20]3)[CH2:13]2)[cH:5][cH:6][c:7]1[I:8]. The reactants are C[O-], CO, Cc1c(F)cc(C(=O)NC2CC2)cc1-c1ccc(-c2nnc(CCl)o2)cc1, [Na+]. Yields the product COCc1nnc(-c2ccc(-c3cc(C(=O)NC4CC4)cc(F)c3C)cc2)o1. RXN SMILES: [CH3:1][O-:2].[CH3:31][OH:32].[Cl:4][CH2:5][c:6]1[n:7][n:8][c:9](-[c:11]2[cH:12][cH:13][c:14](-[c:17]3[cH:18][c:19]([C:25](=[O:26])[NH:27][CH:28]4[CH2:29][CH2:30]4)[cH:20][c:21]([F:24])[c:22]3[CH3:23])[cH:15][cH:16]2)[o:10]1.[Na+:3]>>[CH3:1][O:2][CH2:5][c:6]1[n:7][n:8][c:9](-[c:11]2[cH:12][cH:13][c:14](-[c:17]3[cH:18][c:19]([C:25](=[O:26])[NH:27][CH:28]4[CH2:29][CH2:30]4)[cH:20][c:21]([F:24])[c:22]3[CH3:23])[cH:15][cH:16]2)[o:10]1.